From a dataset of the Open Reaction Database (ORD), a public repository of structured organic reaction records. describe an organic reaction: reactants, conditions, products, and yield Reactants: NN1C(=CC=C1C)C(C1=C(C=CC=C1)Cl)=O (1-amino-2-(2-chlorobenzoyl)-5-methylpyrrole), C([O-])(O)=O.[Na+] (sodium bicarbonate), ClC(=O)OCC (ethyl chloroformate). The solvent is ClCCl (dichloromethane). Run at time 8 hour. Yields the product ClC1=C(C(=O)C=2N(C(=CC2)C)NC(OCC)=O)C=CC=C1 ([2-(2-Chlorobenzoyl)-5-methyl-1H-pyrrol-1-yl]-carbamic acid, ethyl ester). The yield is 90.4%. Reaction SMILES: [NH2:1][N:2]1[C:6]([CH3:7])=[CH:5][CH:4]=[C:3]1[C:8](=[O:16])[C:9]1[CH:14]=[CH:13][CH:12]=[CH:11][C:10]=1[Cl:15].C(=O)(O)[O-].[Na+].Cl[C:23]([O:25][CH2:26][CH3:27])=[O:24]>ClCCl>[Cl:15][C:10]1[CH:11]=[CH:12][CH:13]=[CH:14][C:9]=1[C:8]([C:3]1[N:2]([NH:1][C:23](=[O:24])[O:25][CH2:26][CH3:27])[C:6]([CH3:7])=[CH:5][CH:4]=1)=[O:16] |f:1.2|. Procedure: To a stirred slurry containing 1-amino-2-(2-chlorobenzoyl)-5-methylpyrrole (27.1 g, 0.115 mol) and sodium bicarbonate (16.8 g, 0.20 mol) in 300 ml of dichloromethane was added ethyl chloroformate (21.7 g, 0.20 mol) over 5 minutes. The reaction mixture was stirred at room temperature overnight and thereafter quenched with 500 ml of H2O. The organic layer was washed with brine, dried (MgSO4), charcoaled, filtered, and evaporated to an oil. This oil crystallized in hexane, which was recrystallized ...